This data is from the Open Reaction Database (ORD), a public repository of structured organic reaction records. The task is: describe an organic reaction: reactants, conditions, products, and yield Reactants: OCCCCC1CCC(CC1)=O (4-(4-hydroxybutyl)-cyclohexanone), ClC1=CC(=CC=C1)C(=O)OO (m-chloroperbenzoic acid). Run in C(Cl)Cl (methylene chloride). Reaction conditions: time 3 hour. Yields the product OCCCCC1CCC(=O)OCC1 (4-(4-hydroxybutyl)-epsilon-caprolactone). As a reaction SMILES: [OH:1][CH2:2][CH2:3][CH2:4][CH2:5][CH:6]1[CH2:11][CH2:10][C:9](=[O:12])[CH2:8][CH2:7]1.ClC1C=CC=C(C(OO)=[O:21])C=1>C(Cl)Cl>[OH:1][CH2:2][CH2:3][CH2:4][CH2:5][CH:6]1[CH2:7][CH2:8][O:12][C:9](=[O:21])[CH2:10][CH2:11]1. Procedure details: To a solution of 4.47 g of 4-(4-hydroxybutyl)-cyclohexanone in 80 ml methylene chloride is added 6.81 g of 80-85% m-chloroperbenzoic acid and the mixture is stirred at room temperature for 3 h. The reaction is quenched by addition of saturated aqueous sodium sulfite solution. The mixture is then poured onto a 10% aqueous solution of sodium bicarbonate and the layers are separated. The organic phase is dried, filtered and evaporated to dryness to yield 4-(4-hydroxybutyl)-epsilon-caprolactone as a... As a reaction SMILES: [CH2:1]([CH:2]1[CH2:3][O:4]1)[O:5][CH2:6][CH2:7][CH2:8][CH2:9][CH2:10][CH2:11][CH2:12][CH2:13][CH2:14][CH2:15][CH2:16][CH2:17][CH2:18][CH2:19][CH2:20][CH3:21].[CH2:22]([OH:23])[CH2:24][NH2:25].[CH3:26][CH2:27][OH:28]>>[CH2:1]([CH2:2][CH2:3][NH:25][CH2:24][CH2:22][OH:23])[O:5][CH2:6][CH2:7][CH2:8][CH2:9][CH2:10][CH2:11][CH2:12][CH2:13][CH2:14][CH2:15][CH2:16][CH2:17][CH2:18][CH2:19][CH2:20][CH3:21]. Reactants: CCCCCCCCCCCCCCCCOCC1CO1, NCCO, CCO. The product is CCCCCCCCCCCCCCCCOCCCNCCO. Starting materials: CC(=O)O, ClI, CCOC(=O)n1c(=O)[nH]c2ccccc21. Yields the product CCOC(=O)n1c(=O)[nH]c2ccc(I)cc21. RXN SMILES: [CH3:18][C:19](=[O:20])[OH:21].[I:16][Cl:17].[O:1]=[c:2]1[nH:3][c:4]2[c:5]([n:6]1[C:7](=[O:8])[O:9][CH2:10][CH3:11])[cH:12][cH:13][cH:14][cH:15]2>>[O:1]=[c:2]1[nH:3][c:4]2[c:5]([n:6]1[C:7](=[O:8])[O:9][CH2:10][CH3:11])[cH:12][c:13]([I:16])[cH:14][cH:15]2. Product: CN(CCNC(CN1C(CCC1)=O)=O)C (N-[2-(dimethylamino)ethyl]-2-oxo-1-pyrrolidineacetamide). Procedure details: From 8.5 g. of ethyl 2-oxo-1-pyrrolidineacetate and 8.8 g. of 2-(dimethylamino)ethylamine, following the procedure of Example 1, there is obtained N-[2-(dimethylamino)ethyl]-2-oxo-1-pyrrolidineacetamide; b.p. 146°-147° C./0.1 mm. Reactants: O=C1N(CCC1)CC(=O)OCC (ethyl 2-oxo-1-pyrrolidineacetate), CN(CCN)C (2-(dimethylamino)ethylamine). RXN SMILES: [O:1]=[C:2]1[CH2:6][CH2:5][CH2:4][N:3]1[CH2:7][C:8]([O:10]CC)=O.[CH3:13][N:14]([CH3:18])[CH2:15][CH2:16][NH2:17]>>[CH3:13][N:14]([CH3:18])[CH2:15][CH2:16][NH:17][C:8](=[O:10])[CH2:7][N:3]1[CH2:4][CH2:5][CH2:6][C:2]1=[O:1].